This data is from the Open Reaction Database (ORD), a public repository of structured organic reaction records. The task is: describe an organic reaction: reactants, conditions, products, and yield The reactants are [N+](=O)(O)[O-] (HNO3), BrC1=C(C=O)C=CC=C1 (2-bromobenzaldehyde), ice. Run in OS(=O)(=O)O (H2SO4), OS(=O)(=O)O (H2SO4). Run at time 45 minute. Product: BrC1=C(C=O)C=C(C=C1)[N+](=O)[O-] (2--Bromo-5-nitrobenzaldehyde). Reaction SMILES: [N+:1]([O-:4])(O)=[O:2].[Br:5][C:6]1[CH:13]=[CH:12][CH:11]=[CH:10][C:7]=1[CH:8]=[O:9]>OS(O)(=O)=O>[Br:5][C:6]1[CH:13]=[CH:12][C:11]([N+:1]([O-:4])=[O:2])=[CH:10][C:7]=1[CH:8]=[O:9]. Reported procedure: A nitrating acid prepared at -10° C. by adding 55 ml of concentrated H2SO4 to 20 ml of 98 percent HNO3 was added dropwise, in the course of 60 minutes, to a solution of 63.4 g (0.34 mole) of 2-bromobenzaldehyde in 110 ml of concentrated H2SO4 at -5° C. Stirring was continued for a further 45 minutes, after which the reaction mixture was poured onto 550 g of ice, and the precipitated solid was filtered off under suction, washed with water, then with 10 percent strength Na2CO3 solution and again w... Starting materials: C1CCOC1, CO, C[O-], N#CCN1C(=O)C(NC(=O)c2cc3cc(Cl)ccc3[nH]2)Cc2ccccc21, Cl, NO, [Na+]. The product is NC(CN1C(=O)C(NC(=O)c2cc3cc(Cl)ccc3[nH]2)Cc2ccccc21)=NO. Reaction SMILES: [CH2:7]1[O:8][CH2:9][CH2:10][CH2:11]1.[CH3:39][OH:40].[CH3:4][O-:5].[Cl:12][c:13]1[cH:14][c:15]2[cH:16][c:17]([C:22](=[O:23])[NH:24][CH:25]3[C:26](=[O:38])[N:27]([CH2:35][C:36]#[N:37])[c:28]4[cH:29][cH:30][cH:31][cH:32][c:33]4[CH2:34]3)[nH:18][c:19]2[cH:20][cH:21]1.[ClH:1].[NH2:2][OH:3].[Na+:6]>>[N:2]([OH:3])=[C:36]([CH2:35][N:27]1[C:26](=[O:38])[CH:25]([NH:24][C:22]([c:17]2[cH:16][c:15]3[cH:14][c:13]([Cl:12])[cH:21][cH:20][c:19]3[nH:18]2)=[O:23])[CH2:34][c:33]2[c:28]1[cH:29][cH:30][cH:31][cH:32]2)[NH2:37]. The reactants are COC(=O)C=1C(=C2C=C(C(N(C2=CN1)CC1=CC=CC=C1)=O)C)O (1-benzyl-5-hydroxy-3-methyl-2-oxo-1,2-dihydro-[1,7]naphthyridine-6-carboxylic acid methyl ester), NCC(=O)O (glycine), C[O-].[Na+] (NaOMe). Yields the product C(C1=CC=CC=C1)N1C(C(=CC2=C(C(=NC=C12)C(=O)NCC(=O)O)O)C)=O ([(1-Benzyl-5-hydroxy-3-methyl-2-oxo-1,2-dihydro-[1,7]naphthyridine-6-carbonyl)-amino]-acetic acid). Isolated yield 69.1%. RXN SMILES: CO[C:3]([C:5]1[C:6]([OH:24])=[C:7]2[C:12](=[CH:13][N:14]=1)[N:11]([CH2:15][C:16]1[CH:21]=[CH:20][CH:19]=[CH:18][CH:17]=1)[C:10](=[O:22])[C:9]([CH3:23])=[CH:8]2)=[O:4].[NH2:25][CH2:26][C:27]([OH:29])=[O:28].C[O-].[Na+]>>[CH2:15]([N:11]1[C:12]2[C:7](=[C:6]([OH:24])[C:5]([C:3]([NH:25][CH2:26][C:27]([OH:29])=[O:28])=[O:4])=[N:14][CH:13]=2)[CH:8]=[C:9]([CH3:23])[C:10]1=[O:22])[C:16]1[CH:17]=[CH:18][CH:19]=[CH:20][CH:21]=1 |f:2.3|. Procedure: A mixture of 1-benzyl-5-hydroxy-3-methyl-2-oxo-1,2-dihydro-[1,7]naphthyridine-6-carboxylic acid methyl ester (125 mg, 0.39 mmol), glycine (1.94 g, 25.8 mmol) and NaOMe solution (39 mL, 19.3 mmol, 0.5M in MeOH) was refluxed for 16 h. After the mixture was cooled to r.t., the solvent was evaporated in vacuo. The residue was dissolved in saturated NaHCO3 and washed with ether. The aqueous layer was acidified to pH 2 with 4M HCl, and the resulting mixture was extracted with EtOAc. The organic layer ... Reactants: C([O-])([O-])=O.[K+].[K+] (potassium carbonate), CI (methyl iodide), C(C1=CC=CC=C1)OC(=O)N1C(NC[C@H]1C(=O)OC(C)(C)C)=O (tert.-butyl (4S)-3-benzyloxycarbonyl-2-oxo-imidazolidine-4-carboxylate). Solvent: CC(=O)C (acetone). As a reaction SMILES: [CH2:1]([O:8][C:9]([N:11]1[C@H:15]([C:16]([O:18][C:19]([CH3:22])([CH3:21])[CH3:20])=[O:17])[CH2:14][NH:13][C:12]1=[O:23])=[O:10])[C:2]1[CH:7]=[CH:6][CH:5]=[CH:4][CH:3]=1.[C:24](=O)([O-])[O-].[K+].[K+].CI>CC(C)=O>[CH3:24][N:13]1[CH2:14][C@@H:15]([C:16]([O:18][C:19]([CH3:20])([CH3:22])[CH3:21])=[O:17])[N:11]([C:9]([O:8][CH2:1][C:2]2[CH:7]=[CH:6][CH:5]=[CH:4][CH:3]=2)=[O:10])[C:12]1=[O:23] |f:1.2.3|. Reported procedure: 9.6 g of tert.-butyl (4S)-3-benzyloxycarbonyl-2-oxo-imidazolidine-4-carboxylate are dissolved in 200 ml of acetone, and 8.3 g of anhydrous potassium carbonate and 14.2 g of methyl iodide are added thereto. The mixture is stirred at room temperature for 6 days. The reaction mixture is treated in the same manner as described in Preparation 1-(2), whereby 9.0 g of tert.-butyl (4S)-1-methyl-3-benzyloxycarbonyl-2-oxo-imidazolidine-4-carboxylate are obtained as colorless crystals. Yield: 89.8% The phy... Yield: 89.8%. Conditions: time 6 day. Product: CN1C(N([C@@H](C1)C(=O)OC(C)(C)C)C(=O)OCC1=CC=CC=C1)=O (tert.-butyl (4S)-1-methyl-3-benzyloxycarbonyl-2-oxo-imidazolidine-4-carboxylate). Reactants: [OH-].[Na+] (Sodium hydroxide), Cl (HCl), Cl.NO (hydroxylamine hydrochloride), FC=1C=C2C(C(=O)OC2=O)=CC1F (4,5-difluorophthalic anhydride). Solvent: O (water). Product: FC=1C=C(C(C(=O)O)=CC1F)N (4,5-difluoroanthranilic acid). The yield is 95.0%. RXN SMILES: [OH-].[Na+].Cl.[NH2:4]O.[F:6][C:7]1[CH:8]=[C:9]2C(=O)[O:13][C:11](=[O:12])[C:10]2=[CH:16][C:17]=1[F:18].Cl>O>[F:6][C:7]1[CH:8]=[C:9]([NH2:4])[C:10](=[CH:16][C:17]=1[F:18])[C:11]([OH:13])=[O:12] |f:0.1,2.3|. Reported procedure: Sodium hydroxide (7.5 g, 0.19 mol) and hydroxylamine hydrochloride (5.4 g, 0.0781 mol) were combined in 100 mL of water. 4,5-difluorophthalic anhydride (11.5 g, 0.062 mol) was added, and the reaction was heated to 90°-100° C. for 0.5 hour. The reaction was cooled, and acidified with HCl to a pH between 4 and 5. The precipitate was collected and dried to yield 10.2 g (91%) of 4,5-difluoroanthranilic acid. Reaction SMILES: [C:1]([CH3:2])([CH3:3])([CH3:4])[NH:5][C:6](=[O:7])[c:8]1[cH:9][c:10]2[c:11]([n:23][cH:24]1)[O:12][CH2:13][CH2:14][N:15]2[C:16]([O:17][C:18]([CH3:19])([CH3:20])[CH3:21])=[O:22].[Cl:37][CH2:38][Cl:39].[F:25][C:26]([F:27])([F:28])[C:29]([OH:30])=[O:31].[Na+:36].[O-:32][C:33]([OH:34])=[O:35].[O:40]=[CH:41][N:42]([CH3:43])[CH3:44]>>[C:1]([CH3:2])([CH3:3])([CH3:4])[NH:5][C:6](=[O:7])[c:8]1[cH:9][c:10]2[c:11]([n:23][cH:24]1)[O:12][CH2:13][CH2:14][NH:15]2. Starting materials: CC(C)(C)NC(=O)c1cnc2c(c1)N(C(=O)OC(C)(C)C)CCO2, ClCCl, O=C(O)C(F)(F)F, [Na+], O=C([O-])O, CN(C)C=O. Product: CC(C)(C)NC(=O)c1cnc2c(c1)NCCO2. The reactants are COc1ccc(CN(Cc2ccc(OC)cc2)c2ncc(-c3nc(N4CCOCC4)nc4c3CCN4)cn2)cc1, CNc1cccc(N2CCN(C)CC2)c1, COc1ccc(CN(Cc2ccc(OC)cc2)c2ncc(-c3nc(N4CCOCC4)nc4c3CCN4C(=O)N(C)c3cccc(N4CCN(C)CC4)c3)cn2)cc1. The product is CN1CCN(c2cccc(N(C)C(=O)N3CCc4c(-c5cnc(N)nc5)nc(N5CCOCC5)nc43)c2)CC1. As a reaction SMILES: [CH3:1][O:2][c:3]1[cH:4][cH:5][c:6]([CH2:7][N:8]([CH2:9][c:10]2[cH:11][cH:12][c:13]([O:14][CH3:15])[cH:16][cH:17]2)[c:18]2[n:19][cH:20][c:21](-[c:22]3[c:23]4[c:27]([n:28][c:29]([N:30]5[CH2:31][CH2:32][O:33][CH2:34][CH2:35]5)[n:36]3)[NH:26][CH2:25][CH2:24]4)[cH:37][n:38]2)[cH:39][cH:40]1.[CH3:41][NH:42][c:43]1[cH:44][cH:45][cH:46][c:47]([N:48]2[CH2:49][CH2:50][N:51]([CH3:52])[CH2:53][CH2:54]2)[cH:55]1.[CH3:56][N:57]([C:58](=[O:59])[N:60]1[CH2:61][CH2:62][c:63]2[c:64]1[n:65][c:66]([N:94]1[CH2:95][CH2:96][O:97][CH2:98][CH2:99]1)[n:67][c:68]2-[c:69]1[cH:70][n:71][c:72]([N:75]([CH2:76][c:77]2[cH:78][cH:79][c:80]([O:81][CH3:82])[cH:83][cH:84]2)[CH2:85][c:86]2[cH:87][cH:88][c:89]([O:90][CH3:91])[cH:92][cH:93]2)[n:73][cH:74]1)[c:100]1[cH:101][c:102]([N:106]2[CH2:107][CH2:108][N:109]([CH3:112])[CH2:110][CH2:111]2)[cH:103][cH:104][cH:105]1>>[CH3:56][N:57]([C:58](=[O:59])[N:60]1[CH2:61][CH2:62][c:63]2[c:64]1[n:65][c:66]([N:94]1[CH2:95][CH2:96][O:97][CH2:98][CH2:99]1)[n:67][c:68]2-[c:69]1[cH:70][n:71][c:72]([NH2:75])[n:73][cH:74]1)[c:100]1[cH:101][c:102]([N:106]2[CH2:107][CH2:108][N:109]([CH3:112])[CH2:110][CH2:111]2)[cH:103][cH:104][cH:105]1. Yields the product Cl.C(C1=CC=CC=C1)N1N=NC(=C1)CC=1N=C(NC1)N (4-(1-Benzyl-1H-[1,2,3]triazol-4-ylmethyl)-1H-imidazol 2-ylamine hydrochloride). Isolated yield 86.1%. Starting materials: Cl.C(C#C)C=1N=C(NC1)N (4-Prop-2-ynyl-1H-imidazol-2-ylamine hydrochloride), C(C1=CC=CC=C1)N=[N+]=[N-] (benzyl azide). Procedure: 4-Prop-2-ynyl-1H-imidazol-2-ylamine hydrochloride (0.095 g, 0.603 mmol) was reacted with benzyl azide (0.096 g, 0.723 mmol) following the general procedure for click reactions outlined above to produce 4-(1-Benzyl-1H-[1,2,3]triazol-4-ylmethyl)-1H-imidazol 2-ylamine hydrochloride (0.151 g, 86%) of a pale yellow solid. 1H NMR (300 MHz, D2O) δ 7.79 (s, 1H), δ 7.42-7.35 (m, 5H), δ 6.43 (s, 1H), δ 5.58 (s, 21-1), δ 3.86 (s, 2H) ppm; 13C δ 145.4, 136.6, 136.4, 128.8, 128.7, 126.9, 126.8, 126.3, 124.1,... As a reaction SMILES: [ClH:1].[CH2:2]([C:5]1[N:6]=[C:7]([NH2:10])[NH:8][CH:9]=1)[C:3]#[CH:4].[CH2:11]([N:18]=[N+:19]=[N-:20])[C:12]1[CH:17]=[CH:16][CH:15]=[CH:14][CH:13]=1>>[ClH:1].[CH2:11]([N:18]1[CH:4]=[C:3]([CH2:2][C:5]2[N:6]=[C:7]([NH2:10])[NH:8][CH:9]=2)[N:20]=[N:19]1)[C:12]1[CH:17]=[CH:16][CH:15]=[CH:14][CH:13]=1 |f:0.1,3.4|. Starting materials: CCC=CCC1C(CC=O)CCC12OCCO2, C1COCCO1, O, Cc1ccc(S(=O)(=O)O)cc1. Yields the product CCC=CCC1C(=O)CCC1CC=O. RXN SMILES: [CH2:1]1[O:2][C:3]2([CH:4]([CH2:11][CH:12]=[CH:13][CH2:14][CH3:15])[CH:5]([CH2:8][CH:9]=[O:10])[CH2:6][CH2:7]2)[O:17][CH2:16]1.[O:18]1[CH2:19][CH2:20][O:21][CH2:22][CH2:23]1.[OH2:35].[c:24]1([CH3:25])[cH:26][cH:27][c:28]([S:29]([OH:30])(=[O:31])=[O:32])[cH:33][cH:34]1>>[O:2]=[C:3]1[CH:4]([CH2:11][CH:12]=[CH:13][CH2:14][CH3:15])[CH:5]([CH2:8][CH:9]=[O:10])[CH2:6][CH2:7]1.